This data is from the Open Reaction Database (ORD), a public repository of structured organic reaction records. The task is: describe an organic reaction: reactants, conditions, products, and yield Starting materials: NC1=NN2C(C=C(C=C2C(=O)NN)Br)=N1 (2-amino-7-bromo-[1,2,4]triazolo[1,5-a]pyridine-5-carboxylic acid hydrazide), NC1=NN2C(C=C(C=C2C(=O)NN)Br)=N1 (2-amino-7-bromo-[1,2,4]triazolo[1,5-a]pyridine-5-carboxylic acid hydrazide), C=C1CC(=O)O1 (diketene), C1CCOC1 (THF). The solvent is C(Cl)Cl (CH2Cl2). Conditions: time 48 hour. Product: NC1=NN2C(C=C(C=C2C2=NN=C(O2)CC(C)=O)Br)=N1 (1-[5-(2-amino-7-bromo-[1,2,4]triazolo[1,5-a]pyridine-5-yl)-[1,3,4]oxadiazol-2-yl]-propan-2-one). As a reaction SMILES: [NH2:1][C:2]1[N:15]=[C:5]2[CH:6]=[C:7]([Br:14])[CH:8]=[C:9]([C:10]([NH:12][NH2:13])=[O:11])[N:4]2[N:3]=1.[CH2:16]=[C:17]1[O:21][C:19](=O)[CH2:18]1.C1COCC1>C(Cl)Cl>[NH2:1][C:2]1[N:15]=[C:5]2[CH:6]=[C:7]([Br:14])[CH:8]=[C:9]([C:10]3[O:11][C:19]([CH2:18][C:17](=[O:21])[CH3:16])=[N:13][N:12]=3)[N:4]2[N:3]=1. Reported procedure: The product of Step 1, 2-amino-7-bromo-[1,2,4]triazolo[1,5-a]pyridine-5-carboxylic acid hydrazide (1.0 g, 3.7 mmol), diketene (0.28 mL, 3.7 mmol) and THF (˜25 mL) were placed in a flask. The mixture was stirred at room temperature for 48 hours. The solvent was removed under reduced pressure and the residue was partitioned between water and a solution of 9:1 CH2Cl2/MeOH. The organics were dried with MgSO4 and concentrated to give an oily yellow solid. The solid was dissolved in a small amount of ... Reactants: CS(C)=O, Fc1ccc2nc(Cl)ccc2c1, [Na+], [OH-], O, CC(Oc1ccc(O)cc1)C(=O)O. Yields the product CC(Oc1ccc(Oc2ccc3cc(F)ccc3n2)cc1)C(=O)O. Reaction SMILES: [CH3:28][S:29]([CH3:30])=[O:31].[Cl:16][c:17]1[n:18][c:19]2[cH:20][cH:21][c:22]([F:27])[cH:23][c:24]2[cH:25][cH:26]1.[Na+:15].[OH-:14].[OH2:32].[OH:1][c:2]1[cH:3][cH:4][c:5]([O:6][CH:7]([C:8](=[O:9])[OH:10])[CH3:11])[cH:12][cH:13]1>>[O:1]([c:2]1[cH:3][cH:4][c:5]([O:6][CH:7]([C:8](=[O:9])[OH:10])[CH3:11])[cH:12][cH:13]1)[c:17]1[n:18][c:19]2[cH:20][cH:21][c:22]([F:27])[cH:23][c:24]2[cH:25][cH:26]1.